Dataset: the Open Reaction Database (ORD), a public repository of structured organic reaction records. Task: describe an organic reaction: reactants, conditions, products, and yield Product: C=Cc1ccc2c(c1)c(C1=CCN(C)CC1)cn2C(=O)c1ccccc1. Reaction SMILES: [C:16]([c:17]1[cH:18][cH:19][cH:20][cH:21][cH:22]1)(=[O:23])[n:24]1[cH:25][c:26]([C:34]2=[CH:39][CH2:38][N:37]([CH3:40])[CH2:36][CH2:35]2)[c:27]2[cH:28][c:29]([Br:33])[cH:30][cH:31][c:32]12.[CH2:1]([CH2:2][CH2:14][CH3:15])[C:3]([SnH3:4])=[C:5]([CH2:6][CH2:7][CH2:8][CH3:9])[CH2:10][CH2:11][CH2:12][CH3:13].[O:41]=[CH:42][N:43]([CH3:44])[CH3:45]>>[CH:1](=[CH2:2])[c:29]1[cH:28][c:27]2[c:26]([C:34]3=[CH:39][CH2:38][N:37]([CH3:40])[CH2:36][CH2:35]3)[cH:25][n:24]([C:16]([c:17]3[cH:18][cH:19][cH:20][cH:21][cH:22]3)=[O:23])[c:32]2[cH:31][cH:30]1. Reactants: CN1CC=C(c2cn(C(=O)c3ccccc3)c3ccc(Br)cc23)CC1, CCCCC([SnH3])=C(CCCC)CCCC, CN(C)C=O. Reactants: N#N (N2), BrC1=CN(C=2N=CN=C(C21)N)CCN2CCOCC2 (5-bromo-7-[2-(4-morpholinyl)ethyl]-7H-pyrrolo[2,3-d]pyrimidin-4-amine), FC1=C(C=C(C=C1)F)CC(=O)N1CCC2=CC(=CC=C12)B1OC(C(O1)(C)C)(C)C (1-[(2,5-difluorophenyl)acetyl]-5-(4, 4,5,5-tetramethyl-1,3,2-dioxaborolan-2-yl)-2,3-dihydro-1H-indole), C(=O)(O)[O-].[Na+] (NaHCO3). The reagents and catalysts are C=1C=CC(=CC1)[P](C=2C=CC=CC2)(C=3C=CC=CC3)[Pd]([P](C=4C=CC=CC4)(C=5C=CC=CC5)C=6C=CC=CC6)([P](C=7C=CC=CC7)(C=8C=CC=CC8)C=9C=CC=CC9)[P](C=1C=CC=CC1)(C=1C=CC=CC1)C=1C=CC=CC1 (Pd(Ph3P)4). The solvent is O (water), O1CCOCC1 (1,4-Dioxane). Conditions: temperature 100 celsius. Yields the product FC1=C(C=C(C=C1)F)CC(=O)N1CCC2=CC(=CC=C12)C1=CN(C=2N=CN=C(C21)N)CCN2CCOCC2 (5-{1-[(2,5-difluorophenyl)acetyl]-2,3-dihydro-1H-indol-5-yl}-7-[2-(4-morpholinyl)ethyl]-7H-pyrrolo[2,3-d]pyrimidin-4-amine). Isolated yield 47.7%. As a reaction SMILES: Br[C:2]1[C:10]2[C:9]([NH2:11])=[N:8][CH:7]=[N:6][C:5]=2[N:4]([CH2:12][CH2:13][N:14]2[CH2:19][CH2:18][O:17][CH2:16][CH2:15]2)[CH:3]=1.[F:20][C:21]1[CH:26]=[CH:25][C:24]([F:27])=[CH:23][C:22]=1[CH2:28][C:29]([N:31]1[C:39]2[C:34](=[CH:35][C:36](B3OC(C)(C)C(C)(C)O3)=[CH:37][CH:38]=2)[CH2:33][CH2:32]1)=[O:30].C([O-])(O)=O.[Na+].N#N>O.C1C=CC([P]([Pd]([P](C2C=CC=CC=2)(C2C=CC=CC=2)C2C=CC=CC=2)([P](C2C=CC=CC=2)(C2C=CC=CC=2)C2C=CC=CC=2)[P](C2C=CC=CC=2)(C2C=CC=CC=2)C2C=CC=CC=2)(C2C=CC=CC=2)C2C=CC=CC=2)=CC=1.O1CCOCC1>[F:20][C:21]1[CH:26]=[CH:25][C:24]([F:27])=[CH:23][C:22]=1[CH2:28][C:29]([N:31]1[C:39]2[C:34](=[CH:35][C:36]([C:2]3[C:10]4[C:9]([NH2:11])=[N:8][CH:7]=[N:6][C:5]=4[N:4]([CH2:12][CH2:13][N:14]4[CH2:19][CH2:18][O:17][CH2:16][CH2:15]4)[CH:3]=3)=[CH:37][CH:38]=2)[CH2:33][CH2:32]1)=[O:30] |f:2.3,^1:60,62,81,100|. Reported procedure: To 5-bromo-7-[2-(4-morpholinyl)ethyl]-7H-pyrrolo[2,3-d]pyrimidin-4-amine (100 mg, 0.307 mmol), 1-[(2,5-difluorophenyl)acetyl]-5-(4, 4,5,5-tetramethyl-1,3,2-dioxaborolan-2-yl)-2,3-dihydro-1H-indole (159 mg, 0.399 mmol) in a 5 ml sealable vial was added 1,4-Dioxane (2 mL) and saturated NaHCO3 (1 mL). The mixture was then bubbled with N2 gas for 10 minutes then Pd(Ph3P)4 (35.4 mg, 0.031 mmol) was added. The mixture was again bubbled N2 gas for 5 minutes then capped and the reaction was heated at 10... Starting materials: C1CCOC1, [Li]CCCC, COc1ccc2ccsc2c1, [Cl-], [Cl-], [Cl-], [Li+], [Zn+2], O=S(=O)(Oc1ccc2ncsc2c1)C(F)(F)F. Yields the product COc1ccc2cc(-c3ccc4ncsc4c3)sc2c1. RXN SMILES: [CH2:36]1[O:37][CH2:38][CH2:39][CH2:40]1.[CH3:12][CH2:13][CH2:14][CH2:15][Li:16].[CH3:1][O:2][c:3]1[cH:4][cH:5][c:6]2[c:7]([s:8][cH:9][cH:10]2)[cH:11]1.[Cl-:18].[Cl-:41].[Cl-:43].[Li+:17].[Zn+2:42].[s:19]1[cH:20][n:21][c:22]2[c:23]1[cH:24][c:25]([O:28][S:29]([C:30]([F:31])([F:32])[F:33])(=[O:34])=[O:35])[cH:26][cH:27]2>>[CH3:1][O:2][c:3]1[cH:4][cH:5][c:6]2[c:7]([s:8][c:9](-[c:25]3[cH:24][c:23]4[s:19][cH:20][n:21][c:22]4[cH:27][cH:26]3)[cH:10]2)[cH:11]1. The reactants are COc1ccc(COC2C(O)C(COC(C)(C)C)OC(OCC[Si](C)(C)C)([SiH](C)C)C2OCc2ccccc2)cc1, CCOCC, CS(C)=O, CC(=O)OC(C)=O. Product: COc1ccc(COC2C(=O)C(COC(C)(C)C)OC(OCC[Si](C)(C)C)([SiH](C)C)C2OCc2ccccc2)cc1. As a reaction SMILES: [CH2:1]([c:2]1[cH:3][cH:4][cH:5][cH:6][cH:7]1)[O:8][CH:9]1[C:10]([O:11][CH2:12][CH2:13][Si:14]([CH3:15])([CH3:16])[CH3:17])([SiH:39]([CH3:40])[CH3:41])[O:18][CH:19]([CH2:33][O:34][C:35]([CH3:36])([CH3:37])[CH3:38])[CH:20]([OH:32])[CH:21]1[O:22][CH2:23][c:24]1[cH:25][cH:26][c:27]([O:30][CH3:31])[cH:28][cH:29]1.[CH2:53]([O:54][CH2:55][CH3:56])[CH3:57].[CH3:42][S:43]([CH3:44])=[O:45].[CH3:46][C:47]([O:48][C:49](=[O:50])[CH3:51])=[O:52]>>[CH2:1]([c:2]1[cH:3][cH:4][cH:5][cH:6][cH:7]1)[O:8][CH:9]1[C:10]([O:11][CH2:12][CH2:13][Si:14]([CH3:15])([CH3:16])[CH3:17])([SiH:39]([CH3:40])[CH3:41])[O:18][CH:19]([CH2:33][O:34][C:35]([CH3:36])([CH3:37])[CH3:38])[C:20](=[O:32])[CH:21]1[O:22][CH2:23][c:24]1[cH:25][cH:26][c:27]([O:30][CH3:31])[cH:28][cH:29]1. Starting materials: ClC1=CC=C(C=C1)N1C(OC(C1C(C)C)=O)=O (3-(4-chlorophenyl)-4-isopropyloxazolidine-2,5-dione), [C-]#N.[K+] (potassium cyanide). Reagents/catalysts: [Cl-].C(C1=CC=CC=C1)[N+](CC)(CC)CC (benzyl triethyl ammonium chloride). The solvent is C1=CC=CC=C1 (benzene), CCOCC (ether). Yields the product ClC1=CC=C(C=C1)N[C@@H](C(C)C)C(=O)O (N-(4-chlorophenyl)valine). Reaction SMILES: [Cl:1][C:2]1[CH:7]=[CH:6][C:5]([N:8]2[CH:12]([CH:13]([CH3:15])[CH3:14])[C:11](=[O:16])[O:10]C2=O)=[CH:4][CH:3]=1.[C-]#N.[K+]>C1C=CC=CC=1.[Cl-].C([N+](CC)(CC)CC)C1C=CC=CC=1.CCOCC>[Cl:1][C:2]1[CH:3]=[CH:4][C:5]([NH:8][C@H:12]([C:11]([OH:16])=[O:10])[CH:13]([CH3:15])[CH3:14])=[CH:6][CH:7]=1 |f:1.2,4.5|. Procedure details: To a mixture of m-naphthoxybenzaldehyde (0.43 g), 3-(4-chlorophenyl)-4-isopropyloxazolidine-2,5-dione (0.5 g), and potassium cyanide (0.23 g) in benzene (about 10 ml), with stirring, is added benzyl triethyl ammonium chloride (about 0.1 g). The reaction mixture is stirred for about 50 hr. The reaction is then worked up by taking up in ether, washing with water and brine, drying over sodium sulfate and evaporating. The concentrate is plated, prep. TLC, eluting with 20% ether/hexane to yield the m... The reactants are IC1=C(C(=O)O)C=CC=C1 (2-iodobenzoic acid), C1(=CC=CC=C1)C (toluene), S(=O)(Cl)Cl (thionyl chloride), OCCOCCN1CCNCC1 (1-[2-(hydroxyethoxy)-ethyl]-piperazine), C1CCOC1 (THF), C1(=CC=CC=C1)C (Toluene), 2-iodobenzoyl chloride THF. The solvent is C(C)N(CC)CC (triethylamine), O (water), O (water). The product is OCCOCCC1N(CCNC1)C1=CC(=C(C=C1)C=O)I (4-[2-(2-hydroxy-ethoxy)ethyl-piperazin-1-yl}-(2-iodophenyl)-methanone). As a reaction SMILES: [I:1][C:2]1[CH:10]=[CH:9][CH:8]=[CH:7][C:3]=1[C:4]([OH:6])=O.C1(C)C=CC=CC=1.S(Cl)(Cl)=[O:19].OCCOCC[N:28]1[CH2:33][CH2:32][NH:31][CH2:30][CH2:29]1.[CH2:34]1[CH2:38][O:37][CH2:36][CH2:35]1>O.C(N(CC)CC)C>[OH:19][CH2:35][CH2:36][O:37][CH2:38][CH2:34][CH:30]1[CH2:29][NH:28][CH2:33][CH2:32][N:31]1[C:9]1[CH:8]=[CH:7][C:3]([CH:4]=[O:6])=[C:2]([I:1])[CH:10]=1. Procedure details: 2-iodobenzoic acid (20 g, 0.081 mol), toluene (20 ml) and thionyl chloride (30 ml, 0.41 mol) were charged into a reaction flask. The mixture was stirred and refluxed for 11 h. Toluene (40 ml) was added and the solvent and excess of thionylchloride were distilled off under reduced pressure. The process was repeated with 20 ml of toluene. The residue of 2-iodobenzoyl chloride was dissolved into THF (20 ml). 1-[2-(hydroxyethoxy)-ethyl]-piperazine (14.1 g, 0.081 mol), THF (100 ml), water (50 ml) and... Procedure: To a solution of 2,2-diphenylethanamine (0.20 g, 1.00 mmol) in dichloromethane (20 mL) under nitrogen was added 2-(2-oxo-3,3-diphenylpyrrolidin-1-yl)acetic acid (Example 1C, 0.30 g, 1.00 mmol) followed by N1-((ethylimino)methylene)-N3,N3-dimethylpropane-1,3-diamine hydrochloride (0.38 g, 2.00 mmol) and N,N-dimethylpyridin-4-amine (0.61 mg, 0.005 mmol). The reaction mixture was stirred overnight at room temperature. The reaction was concentrated and the residue was partitioned in ethyl acetate/wa... RXN SMILES: [C:1]1([CH:7]([C:10]2[CH:15]=[CH:14][CH:13]=[CH:12][CH:11]=2)[CH2:8][NH2:9])[CH:6]=[CH:5][CH:4]=[CH:3][CH:2]=1.[O:16]=[C:17]1[C:21]([C:28]2[CH:33]=[CH:32][CH:31]=[CH:30][CH:29]=2)([C:22]2[CH:27]=[CH:26][CH:25]=[CH:24][CH:23]=2)[CH2:20][CH2:19][N:18]1[CH2:34][C:35](O)=[O:36].Cl.C(N=C=NCCCN(C)C)C>ClCCl.CN(C)C1C=CN=CC=1>[C:10]1([CH:7]([C:1]2[CH:2]=[CH:3][CH:4]=[CH:5][CH:6]=2)[CH2:8][NH:9][C:35](=[O:36])[CH2:34][N:18]2[CH2:19][CH2:20][C:21]([C:22]3[CH:27]=[CH:26][CH:25]=[CH:24][CH:23]=3)([C:28]3[CH:33]=[CH:32][CH:31]=[CH:30][CH:29]=3)[C:17]2=[O:16])[CH:11]=[CH:12][CH:13]=[CH:14][CH:15]=1 |f:2.3|. Yields the product C1(=CC=CC=C1)C(CNC(CN1C(C(CC1)(C1=CC=CC=C1)C1=CC=CC=C1)=O)=O)C1=CC=CC=C1 (N-(2,2-diphenylethyl)-2-(2-oxo-3,3-diphenylpyrrolidin-1-yl)acetamide). Reagents/catalysts: CN(C1=CC=NC=C1)C (N,N-dimethylpyridin-4-amine). The reactants are C1(=CC=CC=C1)C(CN)C1=CC=CC=C1 (2,2-diphenylethanamine), O=C1N(CCC1(C1=CC=CC=C1)C1=CC=CC=C1)CC(=O)O (2-(2-oxo-3,3-diphenylpyrrolidin-1-yl)acetic acid), Cl.C(C)N=C=NCCCN(C)C (N1-((ethylimino)methylene)-N3,N3-dimethylpropane-1,3-diamine hydrochloride). Run in ClCCl (dichloromethane). Run at time 8 hour.